From a dataset of the Open Reaction Database (ORD), a public repository of structured organic reaction records. describe an organic reaction: reactants, conditions, products, and yield Starting materials: Cc1cccc(N2CCNCC2C)c1, CCN(C(C)C)C(C)C, O=CCCc1cc(-c2ccccc2)n(-c2ccccc2)n1. Product: Cc1cccc(N2CCN(CCCc3cc(-c4ccccc4)n(-c4ccccc4)n3)CC2C)c1. RXN SMILES: [CH3:22][CH:23]1[N:24]([c:29]2[cH:30][c:31]([CH3:35])[cH:32][cH:33][cH:34]2)[CH2:25][CH2:26][NH:27][CH2:28]1.[CH:36]([N:37]([CH2:38][CH3:39])[CH:40]([CH3:41])[CH3:42])([CH3:43])[CH3:44].[c:1]1(-[n:7]2[n:8][c:9]([CH2:18][CH2:19][CH:20]=[O:21])[cH:10][c:11]2-[c:12]2[cH:13][cH:14][cH:15][cH:16][cH:17]2)[cH:2][cH:3][cH:4][cH:5][cH:6]1>>[c:1]1(-[n:7]2[n:8][c:9]([CH2:18][CH2:19][CH2:20][N:27]3[CH2:26][CH2:25][N:24]([c:29]4[cH:30][c:31]([CH3:35])[cH:32][cH:33][cH:34]4)[CH:23]([CH3:22])[CH2:28]3)[cH:10][c:11]2-[c:12]2[cH:13][cH:14][cH:15][cH:16][cH:17]2)[cH:2][cH:3][cH:4][cH:5][cH:6]1. Starting materials: ClC=1C2=C(N(C(CN1)=O)C)C=CC(=C2)C2=CC=CC=C2 (5-chloro-1-methyl-7-phenyl-1,3-dihydro-benzo[e][1,4]diazepin-2-one), C(=O)C=1C=C(C=CC1)B(O)O (3-formylbenzene boronic acid), COC1=CC=C(C=C1)B(O)O (4-methoxyphenyl boronic acid). The product is COC1=CC=C(C=C1)C=1C2=C(N(C(CN1)=O)C)C=CC(=C2)C2=CC=CC=C2 (5-(4-Methoxy-phenyl)-1-methyl-7-phenyl-1,3-dihydro-benzo[e][1,4]diazepin-2-one). Isolated yield 47.0%. As a reaction SMILES: Cl[C:2]1[C:3]2[CH:14]=[C:13]([C:15]3[CH:20]=[CH:19][CH:18]=[CH:17][CH:16]=3)[CH:12]=[CH:11][C:4]=2[N:5]([CH3:10])[C:6](=[O:9])[CH2:7][N:8]=1.C(C1C=C(B(O)O)C=CC=1)=O.[CH3:32][O:33][C:34]1[CH:39]=[CH:38][C:37](B(O)O)=[CH:36][CH:35]=1>>[CH3:32][O:33][C:34]1[CH:39]=[CH:38][C:37]([C:2]2[C:3]3[CH:14]=[C:13]([C:15]4[CH:20]=[CH:19][CH:18]=[CH:17][CH:16]=4)[CH:12]=[CH:11][C:4]=3[N:5]([CH3:10])[C:6](=[O:9])[CH2:7][N:8]=2)=[CH:36][CH:35]=1. Procedure details: Prepared from 5-chloro-1-methyl-7-phenyl-1,3-dihydro-benzo[e][1,4]diazepin-2-one using the same method described for Example 9 and instead of using 3-formylbenzene boronic acid, we used 4-methoxyphenyl boronic acid. The title compound (70 mg) was obtained as a white solid, (yield=47%). Reactants: CCC(=O)OCC(=O)Cl, ClCCl, CCNc1cccc(N)c1C#N, O, c1ccncc1. Yields the product CCNc1cccc(NC(=O)COC(=O)CC)c1C#N. Reaction SMILES: [C:19]([CH2:20][CH3:21])(=[O:22])[O:23][CH2:24][C:25](=[O:26])[Cl:27].[CH2:29]([Cl:30])[Cl:31].[NH2:1][c:2]1[c:3]([C:4]#[N:5])[c:6]([NH:10][CH2:11][CH3:12])[cH:7][cH:8][cH:9]1.[OH2:28].[cH:13]1[cH:14][cH:15][n:16][cH:17][cH:18]1>>[NH:1]([c:2]1[c:3]([C:4]#[N:5])[c:6]([NH:10][CH2:11][CH3:12])[cH:7][cH:8][cH:9]1)[C:25]([CH2:24][O:23][C:19]([CH2:20][CH3:21])=[O:22])=[O:26]. As a reaction SMILES: [CH2:3]([c:4]1[cH:5][cH:6][cH:7][cH:8][cH:9]1)[N:10]([S:11](=[O:12])(=[O:13])[c:14]1[cH:15][cH:16][c:17]2[cH:18][cH:19][c:20]([C:24](=[O:25])[O:26][CH3:27])[cH:21][c:22]2[cH:23]1)[CH2:28][c:29]1[cH:30][cH:31][cH:32][cH:33][cH:34]1.[CH3:35][OH:36].[Cl:38][CH2:39][Cl:40].[K+:2].[OH-:1].[OH2:37]>>[CH2:3]([c:4]1[cH:5][cH:6][cH:7][cH:8][cH:9]1)[N:10]([S:11](=[O:12])(=[O:13])[c:14]1[cH:15][cH:16][c:17]2[cH:18][cH:19][c:20]([C:24](=[O:25])[OH:26])[cH:21][c:22]2[cH:23]1)[CH2:28][c:29]1[cH:30][cH:31][cH:32][cH:33][cH:34]1. Yields the product O=C(O)c1ccc2ccc(S(=O)(=O)N(Cc3ccccc3)Cc3ccccc3)cc2c1. Reactants: COC(=O)c1ccc2ccc(S(=O)(=O)N(Cc3ccccc3)Cc3ccccc3)cc2c1, CO, ClCCl, [K+], [OH-], O. The reactants are Cc1cc(-n2cccn2)c2cccc(OCc3c(Cl)ccc(-n4cccc4C(=O)O)c3Cl)c2n1, CCN=C=NCCCN(C)C, CN(C)C=O, Cl, O, On1nnc2ccccc21. The product is Cc1cc(-n2cccn2)c2cccc(OCc3c(Cl)ccc(-n4cccc4C(N)=O)c3Cl)c2n1. Reaction SMILES: [C:1](=[O:2])([OH:3])[c:4]1[n:5](-[c:9]2[c:10]([Cl:34])[c:11]([CH2:16][O:17][c:18]3[cH:19][cH:20][cH:21][c:22]4[c:23](-[n:29]5[n:30][cH:31][cH:32][cH:33]5)[cH:24][c:25]([CH3:28])[n:26][c:27]34)[c:12]([Cl:15])[cH:13][cH:14]2)[cH:6][cH:7][cH:8]1.[CH2:36]([N:38]=[C:37]=[N:39][CH2:40][CH2:41][CH2:42][N:43]([CH3:44])[CH3:45])[CH3:46].[CH3:58][N:59]([CH3:60])[CH:61]=[O:62].[ClH:35].[OH2:57].[OH:47][n:48]1[c:49]2[cH:50][cH:51][cH:52][cH:53][c:54]2[n:55][n:56]1>>[C:1](=[O:2])([c:4]1[n:5](-[c:9]2[c:10]([Cl:34])[c:11]([CH2:16][O:17][c:18]3[cH:19][cH:20][cH:21][c:22]4[c:23](-[n:29]5[n:30][cH:31][cH:32][cH:33]5)[cH:24][c:25]([CH3:28])[n:26][c:27]34)[c:12]([Cl:15])[cH:13][cH:14]2)[cH:6][cH:7][cH:8]1)[NH2:38]. Starting materials: CC(=O)OC(C)=O, CC(=O)O, O=C(O)c1ccc([N+](=O)[O-])cc1C(=O)O. The product is O=C1OC(=O)c2cc([N+](=O)[O-])ccc21. Reaction SMILES: [CH3:16][C:17]([O:18][C:19](=[O:20])[CH3:21])=[O:22].[CH3:23][C:24](=[O:25])[OH:26].[N+:1](=[O:2])([O-:3])[c:4]1[cH:5][c:6]([C:13](=[O:14])[OH:15])[c:7]([C:8](=[O:9])[OH:10])[cH:11][cH:12]1>>[N+:1](=[O:2])([O-:3])[c:4]1[cH:5][c:6]2[c:7]([cH:11][cH:12]1)[C:8](=[O:10])[O:15][C:13]2=[O:14]. Run in CO (methyl alcohol). Procedure: A solution comprising 5 parts of α-chloropropiophenone and 3 parts of anyhydrous potassium carbonate in 300 parts of anhydrous methyl alcohol was irradiated by means of a medium pressure 200W mercury vapour lamp for 6 hours at 30° C. The solvent was removed by distillation and the resulting methyl ester of α-phenyl propionic acid was treated with 10% w/v aqueous alcoholic sodium hydroxide at 100° C. for 3 hours to effect hydrolysis and thereby to yield 3.2 parts of α-phenyl propionic acid b.p. 1... Product: C1(=CC=CC=C1)C(C(=O)O)C (α-phenyl propionic acid), [Hg] (mercury). Reactants: ClC(C(=O)C1=CC=CC=C1)C (α-chloropropiophenone), C([O-])([O-])=O.[K+].[K+] (potassium carbonate), 200W, [Hg] (mercury). As a reaction SMILES: Cl[CH:2](C)[C:3]([C:5]1[CH:10]=[CH:9][CH:8]=[CH:7][CH:6]=1)=O.[C:12](=O)([O-:14])[O-:13].[K+].[K+].[Hg:18]>CO>[C:5]1([CH:3]([CH3:2])[C:12]([OH:14])=[O:13])[CH:6]=[CH:7][CH:8]=[CH:9][CH:10]=1.[Hg:18] |f:1.2.3|. Reactants: [H][H] (hydrogen), CN1CCN(CC1)C(C1=C(C=C(C=C1)[N+](=O)[O-])[N+](=O)[O-])=O (N1 -methyl-N4 -(2,4-dinitrobenzoyl)piperazine), [H][H] (Hydrogen). Reagents/catalysts: [Pd] (palladium on carbon). Solvent: CO (methanol). Yields the product CN1CCN(CC1)C(C1=C(C=C(C=C1)N)N)=O (N1 -methyl-N4 -(2,4-diaminobenzoyl)- piperazine). Yield: 85.7%. As a reaction SMILES: [CH3:1][N:2]1[CH2:7][CH2:6][N:5]([C:8](=[O:21])[C:9]2[CH:14]=[CH:13][C:12]([N+:15]([O-])=O)=[CH:11][C:10]=2[N+:18]([O-])=O)[CH2:4][CH2:3]1.[H][H]>[Pd].CO>[CH3:1][N:2]1[CH2:7][CH2:6][N:5]([C:8](=[O:21])[C:9]2[CH:14]=[CH:13][C:12]([NH2:15])=[CH:11][C:10]=2[NH2:18])[CH2:4][CH2:3]1. Reported procedure: A 2 liter autoclave was charged with 148 g of N1 -methyl-N4 -(2,4-dinitrobenzoyl)piperazine, 1300 ml of methanol and 5 g of a 5% palladium on carbon/50% water catalyst. The mixture was hydrogenated under 800 psi hydrogen pressure while maintaining the temperature below 100° C. with cooling. Hydrogen uptake ceased after 30 min. The mixture was cooled, filtered and the methanol removed under reduced pressure to give 101 g of N1 -methyl-N4 -(2,4-diaminobenzoyl)- piperazine, a light tan solid, mp 19... Reactants: C(CCC)OC(C(NC(=O)OCC1=CC=CC=C1)OCCCC)=O (N-benzyloxycarbonyl-2-n-butoxyglycine n-butyl ester), C(C)(=O)OCC (ethyl acetate), CO (methanol), C([O-])(O)=O.[Na+].C([O-])([O-])=O.[Na+].[Na+] (sodium bicarbonate sodium carbonate). Run in O (water). The product is C(C1=CC=CC=C1)OC(=O)NC(C(=O)O)OCCCC (N-Benzyloxycarbonyl-2-n-butoxyglycine). Reaction SMILES: C([O:5][C:6](=[O:24])[CH:7]([O:19][CH2:20][CH2:21][CH2:22][CH3:23])[NH:8][C:9]([O:11][CH2:12][C:13]1[CH:18]=[CH:17][CH:16]=[CH:15][CH:14]=1)=[O:10])CCC.CO.C(=O)(O)[O-].[Na+].C(=O)([O-])[O-].[Na+].[Na+].C(OCC)(=O)C>O>[CH2:12]([O:11][C:9]([NH:8][CH:7]([O:19][CH2:20][CH2:21][CH2:22][CH3:23])[C:6]([OH:24])=[O:5])=[O:10])[C:13]1[CH:14]=[CH:15][CH:16]=[CH:17][CH:18]=1 |f:2.3.4.5.6|. Reported procedure: A solution of 0.002 mol. of N-benzyloxycarbonyl-2-n-butoxyglycine n-butyl ester is stirred with 10 ml. of methanol and 10 ml. of 5% aqueous sodium bicarbonate-sodium carbonate solution for five hours at 25°. The reaction mixture is then diluted with water and shaken with ethyl acetate. The layers are separated and the aqueous layer is acidified to pH 2.0 and extracted with ethyl acetate containing 10% ethanol. The extracts are dried (Na2SO4) and concentrated in vacuo to give the title compound.